This data is from the Open Reaction Database (ORD), a public repository of structured organic reaction records. The task is: describe an organic reaction: reactants, conditions, products, and yield The reactants are OC1=CC=C2CC[C@H](CC2=C1)NC([C@@H](O)C1=CC(=CC=C1)Cl)=O (N-[(2R)-7-hydroxy-1,2,3,4-tetrahydronaphth 2-yl]-(S)-3-chloromandelamide), solution, CO (methanol), SR 58588. Solvent: O1CCCC1 (tetrahydrofuran), O1CCCC1 (tetrahydrofuran). Conditions: time 30 minute. The product is OC1=CC=C2CC[C@H](CC2=C1)NC[C@@H](O)C1=CC(=CC=C1)Cl (N-[(2R)-7-hydroxy-1,2,3,4-tetrahydronaphth-2-yl]-(2S)-2-(3-chlorophenyl)-2-hydroxyethanamine). The yield is 73.1%. As a reaction SMILES: [OH:1][C:2]1[CH:11]=[C:10]2[C:5]([CH2:6][CH2:7][C@@H:8]([NH:12][C:13](=O)[C@H:14]([C:16]3[CH:21]=[CH:20][CH:19]=[C:18]([Cl:22])[CH:17]=3)[OH:15])[CH2:9]2)=[CH:4][CH:3]=1.CO>O1CCCC1>[OH:1][C:2]1[CH:11]=[C:10]2[C:5]([CH2:6][CH2:7][C@@H:8]([NH:12][CH2:13][C@H:14]([C:16]3[CH:21]=[CH:20][CH:19]=[C:18]([Cl:22])[CH:17]=3)[OH:15])[CH2:9]2)=[CH:4][CH:3]=1. Procedure: To a solution of 3 g of N-[(2R)-7-hydroxy-1,2,3,4-tetrahydronaphth 2-yl]-(S)-3-chloromandelamide, SR 58588, described in Example 8(b), in 40 ml of anhydrous tetrahydrofuran, heated with reflux under nitrogen stream, there is added 2.7 ml of a 10M solution of boranemethylsulfide in 20 ml of tetrahydrofuran, and the refluxing is maintained for 4 hours. To the solution cooled to room temperature, there is added 25 ml of methanol and the reaction mixture is left under stirring at first at room tempe... Starting materials: [Li]CCCC, C1CCOC1, Cn1cnc(-c2ccc(Cl)cc2)c1-c1ccc(Cl)cc1Cl, CCOC(=O)Cl. The product is CCOC(=O)c1nc(-c2ccc(Cl)cc2)c(-c2ccc(Cl)cc2Cl)n1C. RXN SMILES: [CH2:22]([Li:23])[CH2:24][CH2:25][CH3:26].[CH2:33]1[O:34][CH2:35][CH2:36][CH2:37]1.[Cl:1][c:2]1[cH:3][cH:4][c:5](-[c:8]2[n:9][cH:10][n:11]([CH3:21])[c:12]2-[c:13]2[c:14]([Cl:20])[cH:15][c:16]([Cl:19])[cH:17][cH:18]2)[cH:6][cH:7]1.[Cl:27][C:28](=[O:29])[O:30][CH2:31][CH3:32]>>[Cl:1][c:2]1[cH:3][cH:4][c:5](-[c:8]2[n:9][c:10]([C:28](=[O:29])[O:30][CH2:31][CH3:32])[n:11]([CH3:21])[c:12]2-[c:13]2[c:14]([Cl:20])[cH:15][c:16]([Cl:19])[cH:17][cH:18]2)[cH:6][cH:7]1.